From a dataset of the Open Reaction Database (ORD), a public repository of structured organic reaction records. describe an organic reaction: reactants, conditions, products, and yield Starting materials: [Br-].C(C1=CC=CC=C1)CCCCCCCC[NH+](C)C (Benzyloctyldimethylammonium bromide), ethanolic solution, C(=CC1=CC=CC=C1)S(=O)(=O)[O-].[Na+] (sodium styrenesulphonate). Run in O (water). Product: C(=CC1=CC=CC=C1)S(=O)(=O)[O-].C(C1=CC=CC=C1)CCCCCCCC[NH+](C)C (benzyloctyldimethylammonium styrenesulphonate). The yield is 81.0%. RXN SMILES: [Br-].[CH2:2]([CH2:9][CH2:10][CH2:11][CH2:12][CH2:13][CH2:14][CH2:15][CH2:16][NH+:17]([CH3:19])[CH3:18])[C:3]1[CH:8]=[CH:7][CH:6]=[CH:5][CH:4]=1.[CH:20]([S:28]([O-:31])(=[O:30])=[O:29])=[CH:21][C:22]1[CH:27]=[CH:26][CH:25]=[CH:24][CH:23]=1.[Na+]>O>[CH:20]([S:28]([O-:31])(=[O:29])=[O:30])=[CH:21][C:22]1[CH:27]=[CH:26][CH:25]=[CH:24][CH:23]=1.[CH2:2]([CH2:9][CH2:10][CH2:11][CH2:12][CH2:13][CH2:14][CH2:15][CH2:16][NH+:17]([CH3:19])[CH3:18])[C:3]1[CH:8]=[CH:7][CH:6]=[CH:5][CH:4]=1 |f:0.1,2.3,5.6|. Reported procedure: Benzyloctyldimethylammonium bromide as a 50 weight % ethanolic solution (183 ml) was added to a solution of sodium styrenesulphonate (50 g) in water. The resulting dense white precipitate was collected by filtration, washed with water, dried and recrystallised from toluene to give benzyloctyldimethylammonium styrenesulphonate (85 g, 81%) MONOMER 3. Starting materials: C[C@H]1CN(CCN1C)C1CN(C1)C(=O)OCC1=CC=CC=C1 (benzyl 3-((3S)-3,4-dimethylpiperazin-1-yl)azetidine-1-carboxylate), resultant mixture. Reagents/catalysts: [C].[Pd] (palladium-carbon). The solvent is CO (methanol). The product is N1CC(C1)N1C[C@@H](N(CC1)C)C ((2S)-4-(Azetidin-3-yl)-1,2-dimethylpiperazine). The yield is 132.8%. RXN SMILES: [CH3:1][C@@H:2]1[N:7]([CH3:8])[CH2:6][CH2:5][N:4]([CH:9]2[CH2:12][N:11](C(OCC3C=CC=CC=3)=O)[CH2:10]2)[CH2:3]1>[C].[Pd].CO>[NH:11]1[CH2:12][CH:9]([N:4]2[CH2:5][CH2:6][N:7]([CH3:8])[C@@H:2]([CH3:1])[CH2:3]2)[CH2:10]1 |f:1.2|. Procedure details: To a mixed solution of benzyl 3-((3S)-3,4-dimethylpiperazin-1-yl)azetidine-1-carboxylate (28.6 g, 94.3 mmol) described in Production Example 4-2 and methanol (150 mL) was added 10% palladium-carbon (50% aqueous, 10.0 g) at room temperature. The resultant mixture was stirred under a hydrogen atmosphere at room temperature and at 0.35 MPa to 0.40 MPa for 1 hour and 45 minutes. The reaction mixture was purged with a nitrogen atmosphere, and then filtrated using Celite. A filtrate was concentrated u...